This data is from the Open Reaction Database (ORD), a public repository of structured organic reaction records. The task is: describe an organic reaction: reactants, conditions, products, and yield Starting materials: ester, ClC=1C(=NC2=CC=C(C=C2N1)C(=O)OC)C1=CC=CC=C1 (methyl 3-chloro-2-phenylquinoxaline-6-carboxylate), C(C)OC1=CC=C(C=C1)B(O)O (4-ethoxyphenylboronic acid). The product is C(C)OC1=CC=C(C=C1)C=1C(=NC2=CC=C(C=C2N1)C(=O)OC)C1=CC=CC=C1 (methyl 3-(4-ethoxyphenyl)-2-phenylquinoxaline-6-carboxylate). Isolated yield 42.1%. RXN SMILES: Cl[C:2]1[C:3]([C:16]2[CH:21]=[CH:20][CH:19]=[CH:18][CH:17]=2)=[N:4][C:5]2[C:10]([N:11]=1)=[CH:9][C:8]([C:12]([O:14][CH3:15])=[O:13])=[CH:7][CH:6]=2.[CH2:22]([O:24][C:25]1[CH:30]=[CH:29][C:28](B(O)O)=[CH:27][CH:26]=1)[CH3:23]>>[CH2:22]([O:24][C:25]1[CH:30]=[CH:29][C:28]([C:2]2[C:3]([C:16]3[CH:21]=[CH:20][CH:19]=[CH:18][CH:17]=3)=[N:4][C:5]3[C:10]([N:11]=2)=[CH:9][C:8]([C:12]([O:14][CH3:15])=[O:13])=[CH:7][CH:6]=3)=[CH:27][CH:26]=1)[CH3:23]. Procedure: The ester product was obtained via a Suzuki coupling reaction using the method previously shown in Example 13, Step 6, with methyl 3-chloro-2-phenylquinoxaline-6-carboxylate (100 mg, 0.34 mmol, 1.00 equiv) and 4-ethoxyphenylboronic acid (61 mg, 0.37 mmol, 1.10 equiv) As reactants. Purification via silica gel column (ethyl acetate/petroleum ether (1:5)) yielded 55 mg (43%) of methyl 3-(4-ethoxyphenyl)-2-phenylquinoxaline-6-carboxylate as a yellow powder.